Dataset: the Open Reaction Database (ORD), a public repository of structured organic reaction records. Task: describe an organic reaction: reactants, conditions, products, and yield Starting materials: Cc1ccccc1, Cc1ccc(N)cc1, CC(=O)c1ccccc1. Product: CC(=Nc1ccc(C)cc1)c1ccccc1. As a reaction SMILES: [CH3:18][c:19]1[cH:20][cH:21][cH:22][cH:23][cH:24]1.[CH3:1][c:2]1[cH:3][cH:4][c:5]([NH2:6])[cH:7][cH:8]1.[CH3:9][C:10](=[O:11])[c:12]1[cH:13][cH:14][cH:15][cH:16][cH:17]1>>[CH3:1][c:2]1[cH:3][cH:4][c:5]([N:6]=[C:10]([CH3:9])[c:12]2[cH:13][cH:14][cH:15][cH:16][cH:17]2)[cH:7][cH:8]1. The reactants are CCOC(C)=O, N#Cc1cc(Br)ccc1N, [Na+], [Na+], O=C([O-])[O-], C1COCCO1, O, OB(O)c1ccccc1. The product is N#Cc1cc(-c2ccccc2)ccc1N. RXN SMILES: [CH3:26][CH2:27][O:28][C:29](=[O:30])[CH3:31].[NH2:1][c:2]1[c:3]([C:4]#[N:5])[cH:6][c:7]([Br:10])[cH:8][cH:9]1.[Na+:11].[Na+:12].[O-:13][C:14](=[O:15])[O-:16].[O:32]1[CH2:33][CH2:34][O:35][CH2:36][CH2:37]1.[OH2:38].[c:17]1([B:23]([OH:24])[OH:25])[cH:18][cH:19][cH:20][cH:21][cH:22]1>>[NH2:1][c:2]1[c:3]([C:4]#[N:5])[cH:6][c:7](-[c:17]2[cH:18][cH:19][cH:20][cH:21][cH:22]2)[cH:8][cH:9]1. Starting materials: C1(=CC=CC=C1)CCC1=CSC2=C1C=CC(=C2)O (3-(2-Phenylethyl)-6-hydroxy-benzothiophene), C(C=C)Br (allyl bromide), C([O-])([O-])=O.[Cs+].[Cs+] (cesium carbonate). Solvent: CN(C)C=O (DMF). Conditions: time 2.5 hour. Product: C1(=CC=CC=C1)CCC1=CSC2=C1C=CC(=C2)OCC=C (3-(2-Phenylethyl)-6-allyloxy-benzothiophene). RXN SMILES: [C:1]1([CH2:7][CH2:8][C:9]2[C:13]3[CH:14]=[CH:15][C:16]([OH:18])=[CH:17][C:12]=3[S:11][CH:10]=2)[CH:6]=[CH:5][CH:4]=[CH:3][CH:2]=1.[CH2:19](Br)[CH:20]=[CH2:21].C(=O)([O-])[O-].[Cs+].[Cs+]>CN(C=O)C>[C:1]1([CH2:7][CH2:8][C:9]2[C:13]3[CH:14]=[CH:15][C:16]([O:18][CH2:21][CH:20]=[CH2:19])=[CH:17][C:12]=3[S:11][CH:10]=2)[CH:2]=[CH:3][CH:4]=[CH:5][CH:6]=1 |f:2.3.4|. Reported procedure: A stirred solution of the product from Step E (4.651 grams) in dry DMF (40 mL) was exposed to allyl bromide (1.66 mL) followed by cesium carbonate (6.26 grams). After 2.5 hours at ambient temperature, the reaction was partitioned between isopropyl acetate and pH4 pthalate buffer. The organic was washed twice with water, dried over magnesium sulfate and filtered. Evaporation gave a residue which, when chromatographed over silica gel (3:1 hex/CH2Cl2), gave the title compound, a clear oil. Reactants: ClCCl, C=C(CCNC(=O)OC(C)(C)C)c1c(C)c(CC(=O)OC)cc2ccc(F)cc12, O=C(O)C(F)(F)F. Product: C=C(CCN)c1c(C)c(CC(=O)OC)cc2ccc(F)cc12. Reaction SMILES: [CH2:37]([Cl:38])[Cl:39].[CH3:1][O:2][C:3]([CH2:4][c:5]1[cH:6][c:7]2[cH:8][cH:9][c:10]([F:28])[cH:11][c:12]2[c:13]([C:16]([CH2:17][CH2:18][NH:19][C:20]([O:21][C:22]([CH3:23])([CH3:24])[CH3:25])=[O:26])=[CH2:27])[c:14]1[CH3:15])=[O:29].[OH:30][C:31]([C:32]([F:33])([F:34])[F:35])=[O:36]>>[CH3:1][O:2][C:3]([CH2:4][c:5]1[cH:6][c:7]2[cH:8][cH:9][c:10]([F:28])[cH:11][c:12]2[c:13]([C:16]([CH2:17][CH2:18][NH2:19])=[CH2:27])[c:14]1[CH3:15])=[O:29].